Dataset: the Open Reaction Database (ORD), a public repository of structured organic reaction records. Task: describe an organic reaction: reactants, conditions, products, and yield Conditions: time 30 minute. Product: BrC1=C(C=NC=C1)C1=CC=C(C=C1)[N+](=O)[O-] (4-Bromo-3-(4-nitrophenyl)pyridine). Procedure: A solution of LDA (2.86 mL, 5.14 mmol) in THF (2.5 mL) was transferred to a solution of 4-bromopyridine hydrochloride (500 mg, 2.57 mmol) in THF (5 mL) at −78° C. and stirred for 30 min. Zinc chloride (350 mg, 2.57 mmol) in THF (2.5 mL) was added to the above reaction mixture. A precipitate was formed and the mixture was allowed to warm to room temperature. Next, 1-bromo-4-nitrobenzene (1039 mg, 5.14 mmol) and tetrakis(triphenylphosphine)palladium(0) (149 mg, 0.129 mmol) were added, and the reac... The reagents and catalysts are [Cl-].[Zn+2].[Cl-] (Zinc chloride), C=1C=CC(=CC1)[P](C=2C=CC=CC2)(C=3C=CC=CC3)[Pd]([P](C=4C=CC=CC4)(C=5C=CC=CC5)C=6C=CC=CC6)([P](C=7C=CC=CC7)(C=8C=CC=CC8)C=9C=CC=CC9)[P](C=1C=CC=CC1)(C=1C=CC=CC1)C=1C=CC=CC1 (tetrakis(triphenylphosphine)palladium(0)). Isolated yield 39.8%. Reactants: [Li+].CC(C)[N-]C(C)C (LDA), Cl.BrC1=CC=NC=C1 (4-bromopyridine hydrochloride), BrC1=CC=C(C=C1)[N+](=O)[O-] (1-bromo-4-nitrobenzene). Solvent: C1CCOC1 (THF), C1CCOC1 (THF), C1CCOC1 (THF), [Cl-].[NH4+] (ammonium chloride). Reaction SMILES: [Li+].CC([N-]C(C)C)C.Cl.[Br:10][C:11]1[CH:16]=[CH:15][N:14]=[CH:13][CH:12]=1.Br[C:18]1[CH:23]=[CH:22][C:21]([N+:24]([O-:26])=[O:25])=[CH:20][CH:19]=1>C1COCC1.[Cl-].[NH4+].[Cl-].[Zn+2].[Cl-].C1C=CC([P]([Pd]([P](C2C=CC=CC=2)(C2C=CC=CC=2)C2C=CC=CC=2)([P](C2C=CC=CC=2)(C2C=CC=CC=2)C2C=CC=CC=2)[P](C2C=CC=CC=2)(C2C=CC=CC=2)C2C=CC=CC=2)(C2C=CC=CC=2)C2C=CC=CC=2)=CC=1>[Br:10][C:11]1[CH:16]=[CH:15][N:14]=[CH:13][C:12]=1[C:18]1[CH:23]=[CH:22][C:21]([N+:24]([O-:26])=[O:25])=[CH:20][CH:19]=1 |f:0.1,2.3,6.7,8.9.10,^1:40,42,61,80|.